Dataset: the Open Reaction Database (ORD), a public repository of structured organic reaction records. Task: describe an organic reaction: reactants, conditions, products, and yield The reactants are [BH4-].[Na+] (sodium borohydride), N1N=C(C2=CC=CC=C12)/C=C/C1=C(C=CC=C1)N1C=C(C=C1)C=O ((E)-1-{2-[2-(1H-indazol-3-yl)vinyl]phenyl}-1H-pyrrole-3-carbaldehyde), O (water). Solvent: CO (methanol). Reaction conditions: time 4 hour. The product is N1N=C(C2=CC=CC=C12)/C=C/C1=C(C=CC=C1)N1C=C(C=C1)CO ((E)-1-{2-[2-(1H-indazol-3-yl)vinyl]phenyl}-1H-pyrrole-3-methanol). Yield: 45.6%. RXN SMILES: [NH:1]1[C:9]2[C:4](=[CH:5][CH:6]=[CH:7][CH:8]=2)[C:3](/[CH:10]=[CH:11]/[C:12]2[CH:17]=[CH:16][CH:15]=[CH:14][C:13]=2[N:18]2[CH:22]=[CH:21][C:20]([CH:23]=[O:24])=[CH:19]2)=[N:2]1.[BH4-].[Na+].O>CO>[NH:1]1[C:9]2[C:4](=[CH:5][CH:6]=[CH:7][CH:8]=2)[C:3](/[CH:10]=[CH:11]/[C:12]2[CH:17]=[CH:16][CH:15]=[CH:14][C:13]=2[N:18]2[CH:22]=[CH:21][C:20]([CH2:23][OH:24])=[CH:19]2)=[N:2]1 |f:1.2|. Procedure details: Compound 167 (38 mg, 0.16 mmol) was dissolved in methanol (2.0 mL) and added with sodium borohydride (12 mg, 0.32 mmol) followed by stirring at room temperature for 4 hours. The reaction mixture was added with water, extracted with ethyl acetate and the organic layer was concentrated. Then, the residue was triturated in ethyl acetate to obtain Compound 168 (23 mg, 45%). The reactants are C(C)(=O)O[C@H]1CC2CC[C@H]3[C@@H]4CC[C@H]([C@@H](CCC=O)C)[C@]4([C@H](C[C@@H]3[C@]2(CC1)C)OC(C)=O)C (3α,12α-diacetoxycholan-24-al), P(=O)([O-])([O-])[O-].[Na+].[Na+].[Na+] (sodium phosphate), CCOC(=O)/C=C/CP(=O)(OCC)OCC (triethyl 4-phosphonocrotonate), solution, C(CCC)[Li] (butyl lithium). Solvent: C(OC)COC (glyme), C(OC)COC (glyme), CCCCCC (hexane). Reaction conditions: time 15 minute. Yields the product C(C)OC(\C=C\C=C\CCC(C)[C@H]1CC[C@H]2[C@@H]3CC[C@@H]4C[C@@H](CC[C@]4(C)[C@H]3C[C@@H]([C@]12C)OC(C)=O)OC(C)=O)=O (7-(3α,12α-diacetoxy-5β-pregnane-20-yl)-trans,trans- 2,4-heptadienoic acid ethyl ester). RXN SMILES: [CH3:1][CH2:2][O:3][C:4](/[CH:6]=[CH:7]/[CH2:8]P(OCC)(OCC)=O)=[O:5].C([Li])CCC.[C:22]([O:25][C@@H:26]1[CH2:48][CH2:47][C@@:46]2([CH3:49])[CH:28]([CH2:29][CH2:30][C@@H:31]3[C@@H:45]2[CH2:44][C@H:43]([O:50][C:51](=[O:53])[CH3:52])[C@@:42]2([CH3:54])[C@H:32]3[CH2:33][CH2:34][C@@H:35]2[C@H:36]([CH3:41])[CH2:37][CH2:38][CH:39]=O)[CH2:27]1)(=[O:24])[CH3:23].P([O-])([O-])([O-])=O.[Na+].[Na+].[Na+]>C(COC)OC.CCCCCC>[CH2:2]([O:3][C:4](=[O:5])/[CH:6]=[CH:7]/[CH:8]=[CH:39]/[CH2:38][CH2:37][CH:36]([C@@H:35]1[C@:42]2([CH3:54])[C@H:32]([C@H:31]3[C@H:45]([CH2:44][C@@H:43]2[O:50][C:51](=[O:53])[CH3:52])[C@:46]2([CH3:49])[C@@H:28]([CH2:27][C@H:26]([O:25][C:22](=[O:24])[CH3:23])[CH2:48][CH2:47]2)[CH2:29][CH2:30]3)[CH2:33][CH2:34]1)[CH3:41])[CH3:1] |f:3.4.5.6|. Reported procedure: To a solution of 19.6 g of freshly distilled triethyl 4-phosphonocrotonate in 50 ml of dry glyme was added (at -70° ) 50 ml of a 1.6 M solution of butyl lithium in hexane. After 15 min the temperature was brought to -10° and 30 g of 3α,12α-diacetoxycholan-24-al was dissolved in 200 ml of dry glyme was added dropwise. After stirring for 20 min at this temperature the reaction mixture was allowed to warm to room temperature and stirred for 0.5 hr. The reaction mixture was then poured into 2 liters... The reactants are NC=1C=C(C#N)C=CC1NC (3-amino-4-methylamino-benzonitrile), NC=1SC2=C(N1)C=CC(=C2)OC(F)(F)F (2-amino-6-(trifluoromethoxy)-benzothiazole), C(=S)(N1C=NC=C1)N1C=NC=C1 (1,1′-thiocarbonyldiimidazole). Solvent: C(CCl)Cl (EDC). The product is CN1C(=NC2=C1C=CC(=C2)C#N)NC=2SC1=C(N2)C=CC(=C1)OC(F)(F)F (1-Methyl-2-(6-trifluoromethoxy-benzothiazol-2-ylamino)-1H-benzoimidazole-5-carbonitrile). Isolated yield 72.9%. RXN SMILES: [NH2:1][C:2]1[CH:3]=[C:4]([CH:7]=[CH:8][C:9]=1[NH:10][CH3:11])[C:5]#[N:6].[NH2:12][C:13]1[S:14][C:15]2[CH:21]=[C:20]([O:22][C:23]([F:26])([F:25])[F:24])[CH:19]=[CH:18][C:16]=2[N:17]=1.[C:27](N1C=CN=C1)(N1C=CN=C1)=S>C(Cl)CCl>[CH3:11][N:10]1[C:9]2[CH:8]=[CH:7][C:4]([C:5]#[N:6])=[CH:3][C:2]=2[N:1]=[C:27]1[NH:12][C:13]1[S:14][C:15]2[CH:21]=[C:20]([O:22][C:23]([F:26])([F:24])[F:25])[CH:19]=[CH:18][C:16]=2[N:17]=1. Reported procedure: 1-Methyl-2-(6-trifluoromethoxy-benzothiazol-2-ylamino)-1H-benzoimidazole-5-carbonitrile (2.12 g) was prepared by following General Procedure D starting from 3-amino-4-methylamino-benzonitrile (1.1 g), 2-amino-6-(trifluoromethoxy)-benzothiazole (1.75 g), 1,1′-thiocarbonyldiimidazole (1.78 g), and EDC (1.9 g). LC/MS: m/z 391. 1H NMR (DMSO-d6, 400 MHz): δ 7.97 (s, 1H), 7.89 (s, 1H), 7.78 (br, 1H), 7.60 (d, 2H), 7.55 (br, 1H), 7.39 (d, 1H), and 3.72 (s, 3H).